Dataset: the Open Reaction Database (ORD), a public repository of structured organic reaction records. Task: describe an organic reaction: reactants, conditions, products, and yield The reactants are ClC=1C=CC=2C(C3=C(NC2C1)C(=NN(C3=O)C3=C(C=C(C=C3)OC)C)O)=O (7-chloro-4-hydroxy-2-(4-methoxy-2-methylphenyl)-1,2,5,10-tetrahydropyridazino[4,5-b]quinoline-1,10-dione), [OH-].OCC[N+](C)(C)C (choline hydroxide). Solvent: CO (methanol). Yields the product OCC[N+](C)(C)C.ClC=1C=CC=2C(C3=C(NC2C1)C(=NN(C3=O)C3=C(C=C(C=C3)OC)C)O)=O (7-Chloro-4-hydroxy-2-(4-methoxy-2-methylphenyl)-1,2,5,10-tetrahydropyridazino[4,5-b]quinoline-1,10-dione choline salt). Yield: 81.0%. Reaction SMILES: [Cl:1][C:2]1[CH:3]=[CH:4][C:5]2[C:6](=[O:27])[C:7]3[C:15](=[O:16])[N:14]([C:17]4[CH:22]=[CH:21][C:20]([O:23][CH3:24])=[CH:19][C:18]=4[CH3:25])[N:13]=[C:12]([OH:26])[C:8]=3[NH:9][C:10]=2[CH:11]=1.[OH-].[OH:29][CH2:30][CH2:31][N+:32]([CH3:35])([CH3:34])[CH3:33]>CO>[OH:29][CH2:30][CH2:31][N+:32]([CH3:35])([CH3:34])[CH3:33].[Cl:1][C:2]1[CH:3]=[CH:4][C:5]2[C:6](=[O:27])[C:7]3[C:15](=[O:16])[N:14]([C:17]4[CH:22]=[CH:21][C:20]([O:23][CH3:24])=[CH:19][C:18]=4[CH3:25])[N:13]=[C:12]([OH:26])[C:8]=3[NH:9][C:10]=2[CH:11]=1 |f:1.2,4.5|. Procedure details: To a stirred suspension of 7-chloro-4-hydroxy-2-(4-methoxy-2-methylphenyl)-1,2,5,10-tetrahydropyridazino[4,5-b]quinoline-1,10-dione (400 mg, 1.03 mM) in methanol (4 mL) was added choline hydroxide (45% by weight in methanol, 295.6 μL, 1.03 mM). After brief sonication, all solids dissolved and the resulting solution was filtered through a Gelman Glass Acrodisc filter (0.45 μm) along with an additional quantity of methanol (8 mL). The filtrate was concentrated to dryness and the residual oil was s... Starting materials: [Br-].CC1(CC(C2=CC(=CC=C12)C(C)[P+](C1=CC=CC=C1)(C1=CC=CC=C1)C1=CC=CC=C1)(C)C)C ([1-(1,1,3,3-tetramethyl-5-indanyl)ethyl]-triphenylphosphonium bromide), C(C)OC(=O)C1=CC=C(C=O)C=C1 (4-ethoxycarbonylbenzaldehyde), ice water. Solvent: C1CCCO1 (butylene oxide). Conditions: temperature 65 celsius, time 12 hour. Yields the product C(C)OC(C1=CC=C(C=C1)\C=C(/C)\C=1C=C2C(CC(C2=CC1)(C)C)(C)C)=O (p-[(E)-2-(1,1,3,3-tetramethyl-5-indanyl)propenyl]-benzoic acid ethyl ester). RXN SMILES: [Br-].[CH3:2][C:3]1([CH3:35])[C:11]2[C:6](=[CH:7][C:8]([CH:12]([P+](C3C=CC=CC=3)(C3C=CC=CC=3)C3C=CC=CC=3)[CH3:13])=[CH:9][CH:10]=2)[C:5]([CH3:34])([CH3:33])[CH2:4]1.[CH2:36]([O:38][C:39]([C:41]1[CH:48]=[CH:47][C:44]([CH:45]=O)=[CH:43][CH:42]=1)=[O:40])[CH3:37]>C1OCCC1>[CH2:36]([O:38][C:39](=[O:40])[C:41]1[CH:48]=[CH:47][C:44](/[CH:45]=[C:12](/[C:8]2[CH:7]=[C:6]3[C:11](=[CH:10][CH:9]=2)[C:3]([CH3:35])([CH3:2])[CH2:4][C:5]3([CH3:33])[CH3:34])\[CH3:13])=[CH:43][CH:42]=1)[CH3:37] |f:0.1|. Reported procedure: 300 ml of butylene oxide are added to 30.5 g of [1-(1,1,3,3-tetramethyl-5-indanyl)ethyl]-triphenylphosphonium bromide and 8 g of 4-ethoxycarbonylbenzaldehyde and the mixture is then stirred at 65° C. for 12 hours in an inert gas atmosphere. The resulting clear solution is cooled, introduced into ca 500 ml of ice/water and extracted twice with hexane. The organic extract is extracted three times with methanol/water, dried over sodium sulphate and concentreated under reduced pressure. The residue ... Starting materials: O=C(OC(C)(C)C)NC1=CC=C(Cl)C(F)=C1. Reagents/catalysts: O1B(OC(C)(C)C1(C)C)B2OC(C)(C)C(O2)(C)C, N=1C=CC(=CC1C=2N=CC=C(C2)C(C)(C)C)C(C)(C)C, O1BOC(C)(C)C1(C)C, C[OH2+].C[OH2+].C1CC=CCCC=C1.C1CC=CCCC=C1.[Ir].[Ir]. The solvent is O(C)C(C)(C)C. Run at temperature 50 celsius, time 30 hour. Product: O=C(OC(C)(C)C)NC1=CC(F)=C(Cl)C=C1B2OC(C)(C)C(O2)(C)C, O=C(OC(C)(C)C)NC1=CC=C(Cl)C(F)=C1B2OC(C)(C)C(O2)(C)C. Isolated yield 16.0%. The reactants are Cl.NO (hydroxylamine hydrochloride), FC(C=1C=C(CN2N=NC(=C2C2=CC=CC=C2)C=2N(C(=NN2)C=O)CC2=C(C=CC=C2)Cl)C=C(C1)C(F)(F)F)(F)F (5-[1-(3,5-bis-trifluoromethyl-benzyl)-5-phenyl-1H-[1,2,3]triazol-4-yl]-4-(2-chloro-benzyl)-4H-[1,2,4]triazole-3-carbaldehyde), [OH-].[Na+] (NaOH). The solvent is ClCCCl (1,2-dichloroethane). Run at time 60 hour. Yields the product FC(C=1C=C(CN2N=NC(=C2C2=CC=CC=C2)C=2N(C(=NN2)C=NO)CC2=C(C=CC=C2)Cl)C=C(C1)C(F)(F)F)(F)F (5-[1-(3,5-bis-trifluoromethyl-benzyl)-5-phenyl-1H-[1,2,3]triazolyl]4(2-chloro-benzyl)-4H-[1,2,4]triazole-3-carbaldehyde oxime). Isolated yield 35.1%. RXN SMILES: Cl.[NH2:2][OH:3].[F:4][C:5]([F:44])([F:43])[C:6]1[CH:7]=[C:8]([CH:36]=[C:37]([C:39]([F:42])([F:41])[F:40])[CH:38]=1)[CH2:9][N:10]1[C:14]([C:15]2[CH:20]=[CH:19][CH:18]=[CH:17][CH:16]=2)=[C:13]([C:21]2[N:22]([CH2:28][C:29]3[CH:34]=[CH:33][CH:32]=[CH:31][C:30]=3[Cl:35])[C:23]([CH:26]=O)=[N:24][N:25]=2)[N:12]=[N:11]1.[OH-].[Na+]>ClCCCl>[F:4][C:5]([F:44])([F:43])[C:6]1[CH:7]=[C:8]([CH:36]=[C:37]([C:39]([F:42])([F:41])[F:40])[CH:38]=1)[CH2:9][N:10]1[C:14]([C:15]2[CH:20]=[CH:19][CH:18]=[CH:17][CH:16]=2)=[C:13]([C:21]2[N:22]([CH2:28][C:29]3[CH:34]=[CH:33][CH:32]=[CH:31][C:30]=3[Cl:35])[C:23]([CH:26]=[N:2][OH:3])=[N:24][N:25]=2)[N:12]=[N:11]1 |f:0.1,3.4|. Procedure: Add hydroxylamine hydrochloride (7 mg) to a 0° C. solution 5-[1-(3,5-bis-trifluoromethyl-benzyl)-5-phenyl-1H-[1,2,3]triazol-4-yl]-4-(2-chloro-benzyl)-4H-[1,2,4]triazole-3-carbaldehyde (50 mg) in 1,2-dichloroethane (1 mL). Stir 60 hours while allowing reaction to slowly warm to RT. Quench reaction by slowly adding 1 N NaOH (1 mL). Extract with CH2Cl2 (2×2 mL) and dry. Purification via silica gel chromatography using 3:1 to 1:1 hexanes:EtOAc gradient gives the desired product (18 mg, 35%). MS (IS)... Starting materials: ONC(=O)N1C(C(CC1)=CC1=CC(=C(C(=C1)C(C)(C)C)O)C(C)(C)C)=O (N-(N-Hydroxycarbamoyl)-3-(3,5-di-tert-butyl-4-hydroxybenzylidene)pyrrolidin-2-one), C(C)(=O)OC(C)=O (acetic anhydride). Solvent: N1=CC=CC=C1 (pyridine). Product: C(C)(=O)ONC(=O)N1C(C(CC1)=CC1=CC(=C(C(=C1)C(C)(C)C)O)C(C)(C)C)=O (1-(N-acetoxycarbamoyl)-3-(3,5-di-tert-butyl-4-hydroxybenzylidene)pyrrolidin-2-one). Isolated yield 0.1%. Reaction SMILES: [OH:1][NH:2][C:3]([N:5]1[CH2:9][CH2:8][C:7](=[CH:10][C:11]2[CH:16]=[C:15]([C:17]([CH3:20])([CH3:19])[CH3:18])[C:14]([OH:21])=[C:13]([C:22]([CH3:25])([CH3:24])[CH3:23])[CH:12]=2)[C:6]1=[O:26])=[O:4].[C:27](OC(=O)C)(=[O:29])[CH3:28]>N1C=CC=CC=1>[C:27]([O:1][NH:2][C:3]([N:5]1[CH2:9][CH2:8][C:7](=[CH:10][C:11]2[CH:16]=[C:15]([C:17]([CH3:18])([CH3:19])[CH3:20])[C:14]([OH:21])=[C:13]([C:22]([CH3:25])([CH3:24])[CH3:23])[CH:12]=2)[C:6]1=[O:26])=[O:4])(=[O:29])[CH3:28]. Procedure: N-(N-Hydroxycarbamoyl)-3-(3,5-di-tert-butyl-4-hydroxybenzylidene)pyrrolidin-2-one (Ia-4) (2 g, 5.55 mmole), acetic anhydride (680 mg, 6.66 mmole), and pyridine (10 ml) were reacted according to the same method as in Example 22, whereby 1.35 mg of the objective compound (Ia-17) was obtained in 60.5% yield. Mp.: 165°-166° C. Reactants: Heterocycles, ClC1=C(C2=COC3=CC=CC=C3C2=O)C=CC=C1 (2′-chloroisoflavone), C(=O)[O-].[NH4+] (ammonium formate). The product is ClC1=C(C2COC3=CC=CC=C3C2=O)C=CC=C1 (2′-chloroisoflavanone). Isolated yield 13.7%. As a reaction SMILES: [Cl:1][C:2]1[CH:18]=[CH:17][CH:16]=[CH:15][C:3]=1[C:4]1[C:13](=[O:14])[C:12]2[C:7](=[CH:8][CH:9]=[CH:10][CH:11]=2)[O:6][CH:5]=1.C([O-])=O.[NH4+]>>[Cl:1][C:2]1[CH:18]=[CH:17][CH:16]=[CH:15][C:3]=1[CH:4]1[C:13](=[O:14])[C:12]2[C:7](=[CH:8][CH:9]=[CH:10][CH:11]=2)[O:6][CH2:5]1 |f:1.2|. Procedure details: Compound 41 was prepared following the general procedure described by Wähälä and Hase, Heterocycles 1989, 28, (1), 183-186, herein incorporated by reference. To a 10 mL round bottom flask was added 2′-chloroisoflavone (152 mg, 0.592 mmol) and ammonium formate (149 mg, 2.37 mmol). The flask was purged with N2, followed by addition of methanol (8 mL) and 10% Pd/C (151 mg). The reaction was allowed to stir at room temperature and monitored by reverse phase HPLC. Upon consumption of starting materia... Reactants: CN(C)C(=S)[S-].CN(C)C(=S)[S-].[Zn+2] (ziram), CCC(C)(C(=O)CCl)NC(=O)C=1C=C(C(=C(C1)Cl)C)Cl (zoxamide). The product is C(CNC(=S)[S-])NC(=S)[S-].[Zn+2] (zineb). As a reaction SMILES: C[N:2]([C:4]([S-:6])=[S:5])[CH3:3].[CH3:7][N:8]([C:10]([S-:12])=[S:11])C.[Zn+2:13].CCC(NC(C1C=C(Cl)C(C)=C(Cl)C=1)=O)(C(CCl)=O)C>>[CH2:7]([NH:8][C:10]([S-:12])=[S:11])[CH2:3][NH:2][C:4]([S-:6])=[S:5].[Zn+2:13] |f:0.1.2,4.5|. Reported procedure: ziram; zoxamide; The reactants are BrC1=CC=C2C(=C(C=NC2=C1)C(=O)OCC)O (ethyl 7-bromo-4-hydroxy-quinoline-3-carboxylate), C([O-])([O-])=O.[K+].[K+] (potassium carbonate), CI (methyl iodide). Run in CN(C=O)C (dimethylformamide). Reaction conditions: time 3 hour. Product: BrC1=CC=C2C(C(=CN(C2=C1)C)C(=O)OCC)=O (ethyl 7-bromo-1-methyl-4-oxo-1,4-dihydro-quinoline-3-carboxylate). Yield: 86.7%. RXN SMILES: [Br:1][C:2]1[CH:11]=[C:10]2[C:5]([C:6]([OH:17])=[C:7]([C:12]([O:14][CH2:15][CH3:16])=[O:13])[CH:8]=[N:9]2)=[CH:4][CH:3]=1.[C:18](=O)([O-])[O-].[K+].[K+].CI>CN(C)C=O>[Br:1][C:2]1[CH:11]=[C:10]2[C:5]([C:6](=[O:17])[C:7]([C:12]([O:14][CH2:15][CH3:16])=[O:13])=[CH:8][N:9]2[CH3:18])=[CH:4][CH:3]=1 |f:1.2.3|. Procedure: A suspension of 4.04 g of ethyl 7-bromo-4-hydroxy-quinoline-3-carboxylate (J. Am. Chem. Soc. 71,3226, (1949)) and 4.71 g of potassium carbonate in 30 ml of dimethylformamide is treated with 9.68 g of methyl iodide at room temperature. The reaction mixture is heated to 90° and stirred at this temperature for 3 hrs. The reaction mixture is concentrated in a high vacuum. The residue is suspended in 50 ml of water, filtered off under suction and washed with 50 ml of water. Recrystallization of the c... Reactants: [H-].[Na+] (NaH), C#CCN1CCN(CC1)CC2=C3C=CC=NC3=C(C=C2)O (HLA20), CN(C(=O)Cl)C (dimethyl carbamoyl chloride). The solvent is C1CCOC1 (THF), C1CCOC1 (THF). Conditions: temperature 0 celsius, time 20 minute. Product: CN(C(OC=1C=CC(=C2C=CC=NC12)CN1CCC(CC1)CC#C)=O)C (5-((4-(propargyl)piperidin-1-yl)methyl)quinolin-8-yl dimethylcarbamate). Isolated yield 86.0%. As a reaction SMILES: [H-].[Na+].C#CCN1[CH2:11][CH2:10][N:9]([CH2:12][C:13]2[CH:22]=[CH:21][C:20]([OH:23])=[C:19]3[C:14]=2[CH:15]=[CH:16][CH:17]=[N:18]3)[CH2:8][CH2:7]1.[CH3:24][N:25]([CH3:29])[C:26](Cl)=[O:27]>C1COCC1>[CH3:24][N:25]([CH3:29])[C:26](=[O:27])[O:23][C:20]1[CH:21]=[CH:22][C:13]([CH2:12][N:9]2[CH2:8][CH2:7][CH:15]([CH2:14][C:13]#[CH:12])[CH2:11][CH2:10]2)=[C:14]2[C:19]=1[N:18]=[CH:17][CH:16]=[CH:15]2 |f:0.1|. Procedure: To a suspension of NaH (24 mg, 0.6 mmol 1.2 equiv) in anhydrous THF, HLA20 (140 mg, 0.5 mmol, 1.0 equiv) was added under Ar at 0° C. The resulting mixture was stirred for 20 min at 0° C. A solution of dimethyl carbamoyl chloride (1.1 equiv) in anhydrous THF was added, and the stirring was continued for 24 h at room temperature. After evaporation of the solvent, water was added and the resulting mixture was extracted with ethyl acetate. The combined organic extracts were washed with brine and dri...